describe an organic reaction: reactants, conditions, products, and yield From a dataset of the Open Reaction Database (ORD), a public repository of structured organic reaction records. The reactants are CS(=O)(=O)O, CS(C)=O, Cl, NCCCO, O=Cc1ccc(-c2cc3ncnc(Nc4ccc5[nH]ccc5c4)c3s2)cc1. The product is OCCCNCc1ccc(-c2cc3ncnc(Nc4ccc5[nH]ccc5c4)c3s2)cc1. RXN SMILES: [CH3:33][S:34]([OH:35])(=[O:36])=[O:37].[CH3:39][S:40]([CH3:41])=[O:42].[ClH:38].[NH2:1][CH2:2][CH2:3][CH2:4][OH:5].[nH:6]1[cH:7][cH:8][c:9]2[cH:10][c:11]([NH:15][c:16]3[c:17]4[c:18]([n:19][cH:20][n:21]3)[cH:22][c:23](-[c:25]3[cH:26][cH:27][c:28]([CH:29]=[O:30])[cH:31][cH:32]3)[s:24]4)[cH:12][cH:13][c:14]12>>[NH:1]([CH2:2][CH2:3][CH2:4][OH:5])[CH2:29][c:28]1[cH:27][cH:26][c:25](-[c:23]2[cH:22][c:18]3[c:17]([c:16]([NH:15][c:11]4[cH:10][c:9]5[cH:8][cH:7][nH:6][c:14]5[cH:13][cH:12]4)[n:21][cH:20][n:19]3)[s:24]2)[cH:32][cH:31]1. Reaction SMILES: [CH3:1][N:2]1[C:10]2[C:9](=[O:11])[NH:8][C:7](=[O:12])[NH:6][C:5]=2[CH:4]=[N:3]1.N[C:14]1C(C)=NN(C)C=1C(N)=O>>[CH3:1][N:2]1[C:10]2[C:9](=[O:11])[NH:8][C:7](=[O:12])[NH:6][C:5]=2[C:4]([CH3:14])=[N:3]1. Reactants: CN1N=CC=2NC(NC(C21)=O)=O (1-methyl-1H-pyrazolo[4,3-d]pyrimidine-5,7(4H,6H)-dione), NC=1C(=NN(C1C(=O)N)C)C (4-amino-1,3-dimethyl-1H-pyrazole-5-carb oxamide). Procedure: This compound was prepared in an analogous fashion to 1-methyl-1H-pyrazolo[4,3-d]pyrimidine-5,7(4H,6H)-dione, using 4-amino-1,3-dimethyl-1H-pyrazole-5-carb oxamide as the starting material. 1H NMR ((DMSO-d6, 400 MHz) δ ppm 11.02 (s, 2H), 3.97 (s, 3H), 2.20 (s, 3H). The product is CN1N=C(C=2NC(NC(C21)=O)=O)C (1,3-dimethyl-1H-pyrazolo[4,3-d]pyrimidine-5,7(4H,6H)-dione). Starting materials: CC1=NN(C(=C1)C)C(NS(=O)(=O)C1=CC=C(C=C1)C)=N (N-[(3,5-dimethylpyrazol-1-yl)-iminomethyl]-4-methylbenzene-sulfonamide), CS(=O)(=O)O (methanesulfonic acid), NC1=CC=CC=C1 (aniline). Product: NC(=NS(=O)(=O)C1=CC=C(C=C1)C)NC1=CC=CC=C1 (N-(aminophenylaminomethylene)-4-methylbenzenesulfonamide). RXN SMILES: [CH3:1][C:2]1[CH:6]=[C:5]([CH3:7])[N:4]([C:8](=[NH:20])[NH:9][S:10]([C:13]2[CH:18]=[CH:17][C:16]([CH3:19])=[CH:15][CH:14]=2)(=[O:12])=[O:11])N=1.[CH3:21]S(O)(=O)=O.NC1C=CC=CC=1>>[NH2:20][C:8]([NH:4][C:5]1[CH:7]=[CH:21][CH:1]=[CH:2][CH:6]=1)=[N:9][S:10]([C:13]1[CH:18]=[CH:17][C:16]([CH3:19])=[CH:15][CH:14]=1)(=[O:12])=[O:11]. Procedure: The compound of Example 5 was prepared according to the accompanying synthesis procedure from 0.5 ml of N-[(3,5-dimethylpyrazol-1-yl)-iminomethyl]-4-methylbenzene-sulfonamide solution (0.2 M, acetonitrile) with 19 mg of methanesulfonic acid and 0.5 ml of aniline solution (1.0 M, acetonitrile) and filed in a substance databank. Calculated mol. wt. 289.35; found mol. wt. (M+H) 290.2; 579.0 (Dimer) Reactants: C(C)(=O)O[C@H]1CN([C@@H](C1)C(=O)N(C)C)C1(C(NC2=CC=C(C=C12)Cl)=O)C1=C(C=CC(=C1)C)OC ((3R,5S)-1-[5-chloro-3-(2-methoxy-5-methylphenyl)-2-oxo-2,3-dihydro-1H-indol-3-yl]-5-[(dimet hylamino)carbonyl]pyrrolidin-3-yl acetate), COC1=CC(=C(C=C1)S(=O)(=O)Cl)OC(F)(F)F (4-methoxy-2-(trifluoromethoxy)benzene sulfonyl chloride). Product: C(C)(=O)O[C@H]1CN([C@@H](C1)C(=O)N(C)C)C1(C(N(C2=CC=C(C=C12)Cl)S(=O)(=O)C1=C(C=C(C=C1)OC)OC(F)(F)F)=O)C1=C(C=CC(=C1)C)OC ((3R,5S)-1-(5-chloro-3-(2-methoxy-5-methylphenyl)-1-{[4-methoxy-2-(trifluoromethoxy)phenyl]sulfonyl}-2-oxo-2,3-dihydro-1H-indol-3-yl)-5-[(dimethylamino)carbonyl]pyrrolidin-3-yl acetate). The yield is 69.1%. Reaction SMILES: [C:1]([O:4][C@@H:5]1[CH2:9][C@@H:8]([C:10]([N:12]([CH3:14])[CH3:13])=[O:11])[N:7]([C:15]2([C:26]3[CH:31]=[C:30]([CH3:32])[CH:29]=[CH:28][C:27]=3[O:33][CH3:34])[C:23]3[C:18](=[CH:19][CH:20]=[C:21]([Cl:24])[CH:22]=3)[NH:17][C:16]2=[O:25])[CH2:6]1)(=[O:3])[CH3:2].[CH3:35][O:36][C:37]1[CH:42]=[CH:41][C:40]([S:43](Cl)(=[O:45])=[O:44])=[C:39]([O:47][C:48]([F:51])([F:50])[F:49])[CH:38]=1>>[C:1]([O:4][C@@H:5]1[CH2:9][C@@H:8]([C:10]([N:12]([CH3:14])[CH3:13])=[O:11])[N:7]([C:15]2([C:26]3[CH:31]=[C:30]([CH3:32])[CH:29]=[CH:28][C:27]=3[O:33][CH3:34])[C:23]3[C:18](=[CH:19][CH:20]=[C:21]([Cl:24])[CH:22]=3)[N:17]([S:43]([C:40]3[CH:41]=[CH:42][C:37]([O:36][CH3:35])=[CH:38][C:39]=3[O:47][C:48]([F:49])([F:50])[F:51])(=[O:45])=[O:44])[C:16]2=[O:25])[CH2:6]1)(=[O:3])[CH3:2]. Procedure details: With 500 mg of the compound obtained in Step 137-3 (Isomer B) and 329 mg of 4-methoxy-2-(trifluoromethoxy)benzene sulfonyl chloride as starting materials, 526 mg of the title compound (colorless amorphous) was obtained by a similar method to Example 2. Reactants: CC(=O)OC1CSC(Br)C(OC(C)=O)C1OC(C)=O, N#Cc1ccc(S)c(C#N)c1. Yields the product CC(=O)OC1CSC(Sc2ccc(C#N)cc2C#N)C(OC(C)=O)C1OC(C)=O. As a reaction SMILES: [C:12]([CH3:13])(=[O:14])[O:15][CH:16]1[CH:17]([Br:30])[S:18][CH2:19][CH:20]([O:26][C:27]([CH3:28])=[O:29])[CH:21]1[O:22][C:23]([CH3:24])=[O:25].[C:1](#[N:2])[c:3]1[cH:4][c:5]([C:6]#[N:7])[cH:8][cH:9][c:10]1[SH:11]>>[C:1](#[N:2])[c:3]1[cH:4][c:5]([C:6]#[N:7])[cH:8][cH:9][c:10]1[S:11][CH:17]1[CH:16]([O:15][C:12]([CH3:13])=[O:14])[CH:21]([O:22][C:23]([CH3:24])=[O:25])[CH:20]([O:26][C:27]([CH3:28])=[O:29])[CH2:19][S:18]1. The reactants are C(C)(C)(C)OC(=O)N1C(=CC2=CC(=CC=C12)C=O)C=1C(N(C=C(C1)NC(=O)C=1C=NN(C1)CC1=CC=C(C=C1)C)COCC[Si](C)(C)C)=O (5-Formyl-2-[5-{[1-(4-methyl-benzyl)-1H-pyrazole-4-carbonyl]-amino}-2-oxo-1-(2-trimethylsilanyl-ethoxymethyl)-1,2-dihydro-pyridin-3-yl]indole-1-carboxylic acid tert-butyl ester), C(C)(C)(C)OC(=O)N1C(=CC2=CC(=CC=C12)C=O)C=1C(N(C=C(C1)NC(=O)C=1C=NN(C1)CC1=CC=C(C=C1)C)COCC[Si](C)(C)C)=O (5-Formyl-2-[5-{[1-(4-methyl-benzyl)-1H-pyrazole-4-carbonyl]-amino}-2-oxo-1-(2-trimethylsilanyl-ethoxymethyl)-1,2-dihydro-pyridin-3-yl]-indole-1-carboxylic acid tert-butyl ester), Cl.FC1CCNCC1 (4-fluoropiperidine hydrochloride), C(C)(=O)O[BH-](OC(C)=O)OC(C)=O.[Na+] (sodium triacetoxyborohydride). The reagents and catalysts are C(C)(=O)O (acetic acid). Run in ClCCl (dichloromethane), C(C)(=O)OCC (ethyl acetate). Run at time 3 hour. The product is C(C)(C)(C)OC(=O)N1C(=CC2=CC(=CC=C12)CN1CCC(CC1)F)C=1C(N(C=C(C1)NC(=O)C=1C=NN(C1)CC1=CC=C(C=C1)C)COCC[Si](C)(C)C)=O (5-(4-Fluoro-piperidin-1-ylmethyl)-2-[5-{[1-(4-methyl-benzyl)-1H-pyrazole-4-carbonyl]-amino}-2-oxo-1-(2-trimethylsilanyl-ethoxymethyl)-1,2-dihydro-pyridin-3-yl]indole-1-carboxylic acid tert-butyl ester). Reaction SMILES: [C:1]([O:5][C:6]([N:8]1[C:16]2[C:11](=[CH:12][C:13]([CH:17]=O)=[CH:14][CH:15]=2)[CH:10]=[C:9]1[C:19]1[C:20](=[O:49])[N:21]([CH2:41][O:42][CH2:43][CH2:44][Si:45]([CH3:48])([CH3:47])[CH3:46])[CH:22]=[C:23]([NH:25][C:26]([C:28]2[CH:29]=[N:30][N:31]([CH2:33][C:34]3[CH:39]=[CH:38][C:37]([CH3:40])=[CH:36][CH:35]=3)[CH:32]=2)=[O:27])[CH:24]=1)=[O:7])([CH3:4])([CH3:3])[CH3:2].Cl.[F:51][CH:52]1[CH2:57][CH2:56][NH:55][CH2:54][CH2:53]1.C(O[BH-](OC(=O)C)OC(=O)C)(=O)C.[Na+]>ClCCl.C(O)(=O)C.C(OCC)(=O)C>[C:1]([O:5][C:6]([N:8]1[C:16]2[C:11](=[CH:12][C:13]([CH2:17][N:55]3[CH2:56][CH2:57][CH:52]([F:51])[CH2:53][CH2:54]3)=[CH:14][CH:15]=2)[CH:10]=[C:9]1[C:19]1[C:20](=[O:49])[N:21]([CH2:41][O:42][CH2:43][CH2:44][Si:45]([CH3:48])([CH3:47])[CH3:46])[CH:22]=[C:23]([NH:25][C:26]([C:28]2[CH:29]=[N:30][N:31]([CH2:33][C:34]3[CH:39]=[CH:38][C:37]([CH3:40])=[CH:36][CH:35]=3)[CH:32]=2)=[O:27])[CH:24]=1)=[O:7])([CH3:2])([CH3:3])[CH3:4] |f:1.2,3.4|. Procedure: To a solution of intermediate (8f), 5-Formyl-2-[5-{[1-(4-methyl-benzyl)-1H-pyrazole-4-carbonyl]-amino}-2-oxo-1-(2-trimethylsilanyl-ethoxymethyl)-1,2-dihydro-pyridin-3-yl]-indole-1-carboxylic acid tert-butyl ester, (150 mg, 0.22 mmol) in dichloromethane (10 mL) was added 4-fluoropiperidine hydrochloride (61 mg, 0.44 mmol), sodium triacetoxyborohydride (140 mg, 0.66 mmol) and acetic acid (1 drop). The reaction mixture was stirred at ambient temperature for 3 hours and then diluted with ethyl aceta... The reactants are C(C)(C)O (iso-Propanol), C(C)(C)(C)OC(NCCN1CC2CNCC(C1)O2)=O ([2-(9-Oxa-3,7-diazabicyclo[3.3.1]non-3-yl)ethyl]carbamic acid tert-butyl ester), O1[C@@H](C1)COC1=CC=C(C#N)C=C1 (4-[(2S)-oxiranylmethoxy]benzonitrile). Run in O (water). Conditions: temperature 66 celsius. Yields the product C(#N)C1=CC=C(OC[C@H](CN2CC3CN(CC(C2)O3)CCNC(OC(C)(C)C)=O)O)C=C1 (tert-Butyl 2-{7-[(2S)-3-(4-cyanophenoxy)-2-hydroxypropyl]-9-oxa-3,7-diazabicyclo[3.3.1]non-3-yl}ethylcarbamate). Isolated yield 99.4%. As a reaction SMILES: C(O)(C)C.[C:5]([O:9][C:10](=[O:23])[NH:11][CH2:12][CH2:13][N:14]1[CH2:21][CH:20]2[O:22][CH:16]([CH2:17][NH:18][CH2:19]2)[CH2:15]1)([CH3:8])([CH3:7])[CH3:6].[O:24]1[CH2:26][C@H:25]1[CH2:27][O:28][C:29]1[CH:36]=[CH:35][C:32]([C:33]#[N:34])=[CH:31][CH:30]=1>O>[C:33]([C:32]1[CH:35]=[CH:36][C:29]([O:28][CH2:27][C@@H:25]([OH:24])[CH2:26][N:18]2[CH2:17][CH:16]3[O:22][CH:20]([CH2:21][N:14]([CH2:13][CH2:12][NH:11][C:10](=[O:23])[O:9][C:5]([CH3:8])([CH3:6])[CH3:7])[CH2:15]3)[CH2:19]2)=[CH:30][CH:31]=1)#[N:34]. Procedure details: iso-Propanol (5 mL) and water (0.5 mL) were added to [2-(9-oxa-3,7-diaza-bicyclo[3.3.1]non-3-yl)ethyl]carbamic acid tert-butyl ester (see Example 3 (Alternative I) above; 0.43 g, 1.6 mmol) and 0.4-[(2S)-oxiranylmethoxy]benzonitrile(0.280 g, 1.6 mmol; see Preparation D above) was added. The mixture was heated at 66° C. for 19 hours (reaction was complete in 2 hours). The solvent was evaporated to dryness under reduced pressure to give the title compound as an off-white solid (0.71 g, 100%). The product is S1N=C(C2=C1C=CC=C2)N2CCN(CC2)CCC=2NC(SC2)=O (4-(2-(4-(3-Benzisothiazolyl)piperazinyl)ethyl)-thiazol- 2-one). Procedure details: To a 100 ml round-bottomed flask equipped with condenser and N2 inlet were added 1.0 g (4.57 mmol) 3-piperazinyl-benzisothiazole, 1.46 g (4.57 mmol) 4-(4-(2-chloroethyl)phenyl)thiazol-2-one hydrobromide, 970 mg (9.13 mmol) sodium carbonate, 600 mg (4.57 mmol) diisopropylethylamine, 2 mg sodium iodide, and 35 ml methylisobutylketone. The reaction was refluxed 24 hours, cooled, and evaporated. The residue was taken up in ethyl acetate, washed with water and brine, dried over sodium sulfate, and ev... As a reaction SMILES: [N:1]1([C:7]2[C:11]3[CH:12]=[CH:13][CH:14]=[CH:15][C:10]=3[S:9][N:8]=2)[CH2:6][CH2:5][NH:4][CH2:3][CH2:2]1.Br.ClCCC1C=C[C:23]([C:26]2[NH:27][C:28](=[O:31])[S:29][CH:30]=2)=[CH:22]C=1.C(=O)([O-])[O-].[Na+].[Na+].C(N(C(C)C)CC)(C)C.[I-].[Na+]>CC(CC(C)C)=O>[S:9]1[C:10]2[CH:15]=[CH:14][CH:13]=[CH:12][C:11]=2[C:7]([N:1]2[CH2:6][CH2:5][N:4]([CH2:22][CH2:23][C:26]3[NH:27][C:28](=[O:31])[S:29][CH:30]=3)[CH2:3][CH2:2]2)=[N:8]1 |f:1.2,3.4.5,7.8|. Starting materials: N1(CCNCC1)C1=NSC2=C1C=CC=C2 (3-piperazinyl-benzisothiazole), Br.ClCCC1=CC=C(C=C1)C=1NC(SC1)=O (4-(4-(2-chloroethyl)phenyl)thiazol-2-one hydrobromide), C([O-])([O-])=O.[Na+].[Na+] (sodium carbonate), C(C)(C)N(CC)C(C)C (diisopropylethylamine), [I-].[Na+] (sodium iodide). Solvent: CC(=O)CC(C)C (methylisobutylketone). Reactants: ClC1=NC=NC2=CC(=C(C=C12)OC)OCC1CCN(CC1)C (4-chloro-6-methoxy-7-(1-methylpiperidin-4-ylmethoxy)quinazoline), OC1=CC=C2C=CC(=NC2=C1)C (7-hydroxy-2-methylquinoline). Yields the product COC=1C=C2C(=NC=NC2=CC1OCC1CCN(CC1)C)OC1=CC=C2C=CC(=NC2=C1)C (6-methoxy-7-(1-methylpiperidin-4-ylmethoxy)-4-(2-methylquinolin-7-yloxy)quinazoline). Yield: 62.4%. As a reaction SMILES: Cl[C:2]1[C:11]2[C:6](=[CH:7][C:8]([O:14][CH2:15][CH:16]3[CH2:21][CH2:20][N:19]([CH3:22])[CH2:18][CH2:17]3)=[C:9]([O:12][CH3:13])[CH:10]=2)[N:5]=[CH:4][N:3]=1.[OH:23][C:24]1[CH:33]=[C:32]2[C:27]([CH:28]=[CH:29][C:30]([CH3:34])=[N:31]2)=[CH:26][CH:25]=1>>[CH3:13][O:12][C:9]1[CH:10]=[C:11]2[C:6](=[CH:7][C:8]=1[O:14][CH2:15][CH:16]1[CH2:21][CH2:20][N:19]([CH3:22])[CH2:18][CH2:17]1)[N:5]=[CH:4][N:3]=[C:2]2[O:23][C:24]1[CH:33]=[C:32]2[C:27]([CH:28]=[CH:29][C:30]([CH3:34])=[N:31]2)=[CH:26][CH:25]=1. Procedure details: Using an analogous procedure to that described in Example 42, 4-chloro-6-methoxy-7-(1-methylpiperidin-4-ylmethoxy)quinazoline (100 mg, 0.31 mmol), (prepared as described for the starting material in Example 10), was reacted with 7-hydroxy-2-methylquinoline (54 mg, 0.34 mmol), (J. Med. Chem. 1998, 41, 4062), to give 6-methoxy-7-(1-methylpiperidin-4-ylmethoxy)-4-(2-methylquinolin-7-yloxy)quinazoline (86 mg, 63%). The reactants are C([O-])([O-])=O.[K+].[K+] (potassium carbonate), BrCC=C(C)C (1-bromo-3-methyl-but-2-ene), COC(C1=CC(=CC(=C1)O)OCC=C)=O (3-allyloxy-5-hydroxy-benzoic acid methyl ester), OC=1C=C(C(=O)OC)C=C(C1)O (methyl 3,5-dihydroxybenzoate). The product is COC(C1=CC(=CC(=C1)OCC=C(C)C)O)=O (3-Hydroxy-5-(3-methyl-but-2-enyloxy)-benzoic acid methyl ester), solid. The yield is 20.0%. RXN SMILES: CO[C:3](=O)[C:4]1[CH:9]=C(O)C=[C:6](OCC=C)[CH:5]=1.[OH:16][C:17]1[CH:18]=[C:19]([CH:24]=[C:25]([OH:27])[CH:26]=1)[C:20]([O:22][CH3:23])=[O:21].C(=O)([O-])[O-].[K+].[K+].BrCC=C(C)C>>[CH3:23][O:22][C:20](=[O:21])[C:19]1[CH:18]=[C:17]([O:16][CH2:6][CH:5]=[C:4]([CH3:9])[CH3:3])[CH:26]=[C:25]([OH:27])[CH:24]=1 |f:2.3.4|. Procedure details: The title compound was prepared in a similar manner as described for Intermediate 1a, from methyl 3,5-dihydroxybenzoate (11.3 g, 67 mmol), potassium carbonate (18.5 g, 134 mmol), and 1-bromo-3-methyl-but-2-ene (10 g, 67 mmol). Purification by column chromatography eluting with 20% EtOAc in hexane gave a pale yellow solid (3.41 g, 20% yield). 1H NMR (400 MHz, CDCl3) δ 7.17-7.20 (m, 1 H) 7.12-7.17 (m, 1 H) 6.63 (t, J=2.27 Hz, 1 H) 5.41-5.51 (m, 1 H) 5.50 (s, 1 H) 4.53 (d, J=6.57 Hz, 2 H) 3.91 (m, ...